Dataset: the Open Reaction Database (ORD), a public repository of structured organic reaction records. Task: describe an organic reaction: reactants, conditions, products, and yield Starting materials: ClC=1C=C(C=C(C1)Cl)C1=CC=C(C=C1)/C(=C/CO)/C ((E)-3-(3′,5′-dichloro-biphenyl-4-yl)-but-2-en-1-ol), C(C)O[C@H](C(=O)OCC)CC1=CC=C(C=C1)O ((S)-ethyl 2-ethoxy-3-(4-hydroxyphenyl)-propionate). Product: ClC=1C=C(C=C(C1)Cl)C1=CC=C(C=C1)/C(=C/COC1=CC=C(C=C1)C[C@@H](C(=O)OCC)OCC)/C ((E)-(S)-Ethyl 3-{4-[3-(3′,5′-Dichloro-biphenyl-4-yl)-but-2-enyloxy]-phenyl}-2-ethoxy-propionate). Yield: 77.3%. As a reaction SMILES: [Cl:1][C:2]1[CH:3]=[C:4]([C:9]2[CH:14]=[CH:13][C:12](/[C:15](/[CH3:19])=[CH:16]/[CH2:17][OH:18])=[CH:11][CH:10]=2)[CH:5]=[C:6]([Cl:8])[CH:7]=1.[CH2:20]([O:22][C@@H:23]([CH2:29][C:30]1[CH:35]=[CH:34][C:33](O)=[CH:32][CH:31]=1)[C:24]([O:26][CH2:27][CH3:28])=[O:25])[CH3:21]>>[Cl:1][C:2]1[CH:3]=[C:4]([C:9]2[CH:10]=[CH:11][C:12](/[C:15](/[CH3:19])=[CH:16]/[CH2:17][O:18][C:33]3[CH:32]=[CH:31][C:30]([CH2:29][C@H:23]([O:22][CH2:20][CH3:21])[C:24]([O:26][CH2:27][CH3:28])=[O:25])=[CH:35][CH:34]=3)=[CH:13][CH:14]=2)[CH:5]=[C:6]([Cl:8])[CH:7]=1. Reported procedure: The title compound (794 mg, 77%) was prepared as a colourless gum from (E)-3-(3′,5′-dichloro-biphenyl-4-yl)-but-2-en-1-ol (586 mg, 2.0 mmol) and (S)-ethyl 2-ethoxy-3-(4-hydroxyphenyl)-propionate (500 mg, 2.10 mmol) by a procedure analogous to that described in example 52c.